Dataset: the Open Reaction Database (ORD), a public repository of structured organic reaction records. Task: describe an organic reaction: reactants, conditions, products, and yield RXN SMILES: [Cl-:1].[Al+3].[Cl-:3].[Cl-].[Cl:5][C:6]1[CH:11]=[CH:10][C:9]([Cl:12])=[CH:8][CH:7]=1.Cl[CH:14]([Si:16]([CH3:19])([Cl:18])[Cl:17])Cl.O=P(Cl)(Cl)Cl>[Cl-].[Al+3].[Cl-].[Cl-].CCCCCC>[Cl:5][C:6]1[CH:11]=[CH:10][C:9]([Cl:12])=[CH:8][C:7]=1[CH:14]([Si:16]([CH3:19])([Cl:18])[Cl:17])[C:6]1[CH:11]=[C:10]([Cl:1])[CH:9]=[CH:8][C:7]=1[Cl:3] |f:0.1.2.3,7.8.9.10|. The reactants are [Cl-].[Al+3].[Cl-].[Cl-] (aluminum chloride), O=P(Cl)(Cl)Cl (POCl3), ClC1=CC=C(C=C1)Cl (1,4-dichlorobenzene), ClC(Cl)[Si](Cl)(Cl)C ((dichloromethyl) methyldichlorosilane). Solvent: CCCCCC (hexane), CCCCCC (hexane). Yields the product ClC1=C(C=C(C=C1)Cl)C(C1=C(C=CC(=C1)Cl)Cl)[Si](Cl)(Cl)C ([bis(2,5-dichlorophenyl)methyl] methyldichlorosilane). Reaction conditions: temperature 150 celsius, time 1 hour. The reagents and catalysts are [Cl-].[Al+3].[Cl-].[Cl-] (aluminum chloride). The yield is 351.5%. Procedure details: To a 250 ml, three-necked, frame dried, round bottom flask equipped with a magnetic stirrer, a reflux condenser, and a dropping funnel, aluminum chloride 1.28 g (9.60 mmol) and 1,4-dichlorobenzene 62.89 g (428 mmol) were placed under dry nitrogen atmospheric pressure. After (dichloromethyl) methyldichlorosilane 14.12 g (72.31 mmol) was added to the solution, the reaction mixture was heated for 7 hours at 150° C. The aluminum chloride catalyst was quenched with POCl3 1.47 g (9.59 mmol) and then s...